From a dataset of the Open Reaction Database (ORD), a public repository of structured organic reaction records. describe an organic reaction: reactants, conditions, products, and yield Reactants: C(=O)(O)[O-].[Na+] (NaHCO3), N(N)C1=NC=CC=C1 (2-Hydrazinopyridine), malondialdehyde-bis-(dimethylacetal), Cl (HCl), CCO (EtOH). Solvent: CCOC(=O)C (EtOAc), O (H2O). Run at time 2 hour. The product is N1(N=CC=C1)C1=NC=CC=C1 (2-(1H-pyrazol-1-yl)pyridine). Reaction SMILES: [NH:1]([C:3]1[CH:8]=[CH:7][CH:6]=[CH:5][N:4]=1)[NH2:2].Cl.[C:10]([O-])(O)=O.[Na+].[CH3:15][CH2:16]O>O.CCOC(C)=O>[N:1]1([C:3]2[CH:8]=[CH:7][CH:6]=[CH:5][N:4]=2)[CH:15]=[CH:16][CH:10]=[N:2]1 |f:2.3|. Procedure details: 2-Hydrazinopyridine (7.6 g, 70 mmol), malondialdehyde-bis-(dimethylacetal) (11.5 mL, 70 mmol) and HCl (10 M, 7 mL) in EtOH (100 mL) were heated at 75° C. After 2 h, the resulting reaction mixture was cooled to ambient temperature and concentrated in vacuo to a give a brown solid. This was suspended in H2O (100 mL) and EtOAc (100 mL), and NaHCO3 added until there was no further effervescence. The EtOAc layer was then separated and the aqueous layer shaken with EtOAc (3×100 mL). The combined organ... Starting materials: COC=1C=C2C(=CC=NC2=CC1OC)OC1=C(C=C(N)C=C1)F (4-[(6,7-dimethoxy-4-quinolyl)oxy]-3-fluoro-aniline), C(C)OC=1C(=NN(C1)C1=CC(=CC=C1)[N+](=O)[O-])C(=O)Cl (4-ethoxy-1-(3-nitrophenyl)-1H-pyrazole-3-carbonyl chloride). Product: COC=1C=C2C(=CC=NC2=CC1OC)OC1=C(C=C(C=C1)NC(=O)C1=NN(C=C1OCC)C1=CC(=CC=C1)[N+](=O)[O-])F (N-(4-((6,7-dimethoxyquinolin-4-yl)oxy)-3-fluorophenyl)-4-ethoxy-1-(3-nitrophenyl)-1H-pyrazole-3-carboxamide). Reaction SMILES: [CH3:1][O:2][C:3]1[CH:4]=[C:5]2[C:10](=[CH:11][C:12]=1[O:13][CH3:14])[N:9]=[CH:8][CH:7]=[C:6]2[O:15][C:16]1[CH:22]=[CH:21][C:19]([NH2:20])=[CH:18][C:17]=1[F:23].[CH2:24]([O:26][C:27]1[C:28]([C:41](Cl)=[O:42])=[N:29][N:30]([C:32]2[CH:37]=[CH:36][CH:35]=[C:34]([N+:38]([O-:40])=[O:39])[CH:33]=2)[CH:31]=1)[CH3:25]>>[CH3:1][O:2][C:3]1[CH:4]=[C:5]2[C:10](=[CH:11][C:12]=1[O:13][CH3:14])[N:9]=[CH:8][CH:7]=[C:6]2[O:15][C:16]1[CH:22]=[CH:21][C:19]([NH:20][C:41]([C:28]2[C:27]([O:26][CH2:24][CH3:25])=[CH:31][N:30]([C:32]3[CH:37]=[CH:36][CH:35]=[C:34]([N+:38]([O-:40])=[O:39])[CH:33]=3)[N:29]=2)=[O:42])=[CH:18][C:17]=1[F:23]. Reported procedure: Following the general procedure reported in Preparative Example 16 Step 5 X3 was prepared from A2 and 4-ethoxy-1-(3-nitrophenyl)-1H-pyrazole-3-carbonyl chloride, which was prepared similar to Preparative Example 16 step 1-4. MS (ES) C29H24N5O7 requires: 573. Found: 574 (M+H)+. Starting materials: NC1=CC(=NN1C=1C=NN(C1)CCO)C(C)C (2-(5-Amino-3-isopropyl-[1,4′]bipyrazolyl-1′-yl)-ethanol), [OH-].[Na+] (NaOH), ClC(=O)OCC(Cl)(Cl)Cl (2,2,2-trichloroethyl chloroformate). Solvent: CCOC(=O)C (EtOAc). Reaction conditions: time 1 hour. Yields the product ClC(COC(NC1=CC(=NN1C=1C=NN(C1)CCO)C(C)C)=O)(Cl)Cl ([1′-(2-Hydroxy-ethyl)-3-isopropyl-1′H-[1,4′]bipyrazolyl-5-yl]-carbamic acid 2,2,2-trichloro-ethyl ester). Isolated yield 68.9%. RXN SMILES: [NH2:1][C:2]1[N:6]([C:7]2[CH:8]=[N:9][N:10]([CH2:12][CH2:13][OH:14])[CH:11]=2)[N:5]=[C:4]([CH:15]([CH3:17])[CH3:16])[CH:3]=1.[OH-].[Na+].Cl[C:21]([O:23][CH2:24][C:25]([Cl:28])([Cl:27])[Cl:26])=[O:22]>CCOC(C)=O>[Cl:26][C:25]([Cl:28])([Cl:27])[CH2:24][O:23][C:21](=[O:22])[NH:1][C:2]1[N:6]([C:7]2[CH:8]=[N:9][N:10]([CH2:12][CH2:13][OH:14])[CH:11]=2)[N:5]=[C:4]([CH:15]([CH3:17])[CH3:16])[CH:3]=1 |f:1.2|. Reported procedure: A solution of Intermediate Ab (250 mg, 1.06 mmol) in EtOAc (3 mL) was treated with aqueous NaOH (1M, 1.9 mmol), followed by 2,2,2-trichloroethyl chloroformate (154 μL, 1.16 mmol) and the reaction mixture was stirred at RT for 1 h. The mixture was partitioned between EtOAc (10 mL) and water (10 mL). The layers were separated and the aqueous layer was extracted with a further 10 mL EtOAc. The combined organic layers were dried (Na2SO4), filtered and concentrated in vacuo. The residue was purified ... The reactants are S(=O)(Cl)Cl (thionyl chloride), OC1=C(C(N(C2=CC=CC(=C12)Cl)C)=O)C(=O)O (1,2-dihydro-4-hydroxy-5-chloro- 1 -methyl-2-oxo-quinoline-3-carboxylic acid), C(C)NC1=CC=CC=C1 (N-ethyl aniline), C(C)(C)N(CC)C(C)C (Diisopropylethyl amine). Run in C(Cl)Cl (methylene chloride). Conditions: temperature 7.5 celsius, time 7 hour. The product is CCN(C=1C=CC=CC1)C(=O)C2=C(C3=C(C=CC=C3Cl)N(C2=O)C)O (laquinimod). Yield: 91.5%. Reaction SMILES: [OH:1][C:2]1[C:11]2[C:6](=[CH:7][CH:8]=[CH:9][C:10]=2[Cl:12])[N:5]([CH3:13])[C:4](=[O:14])[C:3]=1[C:15]([OH:17])=O.C(N(C(C)C)CC)(C)C.[CH2:27]([NH:29][C:30]1[CH:35]=[CH:34][CH:33]=[CH:32][CH:31]=1)[CH3:28].S(Cl)(Cl)=O>C(Cl)Cl>[CH3:28][CH2:27][N:29]([C:15]([C:3]1[C:4](=[O:14])[N:5]([CH3:13])[C:6]2[CH:7]=[CH:8][CH:9]=[C:10]([Cl:12])[C:11]=2[C:2]=1[OH:1])=[O:17])[C:30]1[CH:31]=[CH:32][CH:33]=[CH:34][CH:35]=1. Procedure details: The mixture of 1,2-dihydro-4-hydroxy-5-chloro- 1 -methyl-2-oxo-quinoline-3-carboxylic acid (15 gm) and methylene chloride (105 ml) was cooled to 5-10° C. under nitrogen atmosphere. Diisopropylethyl amine (26.7 gm) was added to the resulting mass for 5 minutes at 5-10° C. to form a clear solution. The solution was followed by the addition of N-ethyl aniline (7.8 gm) in one portion at 5-10° C. and then thionyl chloride (9.1 gm) was added at 5-10° C. The resulting mixture was stirred for 7 hours fo...